Dataset: the Open Reaction Database (ORD), a public repository of structured organic reaction records. Task: describe an organic reaction: reactants, conditions, products, and yield Reactants: C=1C=CC2=C(C1)N=NN2O (HOBt), CCN=C=NCCCN(C)C.Cl (WSC·HCl), C(C)(=O)OC1=C(C=CC=C1)\C=C/C(=O)O ((Z)-3-[2-(acetoxy)phenyl]acrylic acid), ClC(C)Cl (dichloroethane), N[C@@H]1[C@@H](CCCC1)NC1=NC=C(C(=N1)NC1=CC(=CC=C1)C)C(=O)N (2-(cis-2-aminocyclohexylamino)-4-(3-methylanilino)pyrimidine-5-carboxamide). Solvent: CN(C)C=O (DMF), O (Water). Run at time 20 minute. Yields the product C(C)(=O)OC1=C(C=CC=C1)\C=C/C(N[C@H]1[C@H](CCCC1)NC1=NC=C(C(=N1)NC1=CC(=CC=C1)C)C(N)=O)=O (2-{(Z)-2-[(cis-2-{[5-carbamoyl-4-(3-methylanilino)pyrimidin-2-yl]amino}cyclohexyl)carbamoyl]vinyl}phenyl acetate). Yield: 19.6%. Reaction SMILES: C1C=CC2N(O)N=NC=2C=1.CCN=C=NCCCN(C)C.Cl.[C:23]([O:26][C:27]1[CH:32]=[CH:31][CH:30]=[CH:29][C:28]=1/[CH:33]=[CH:34]\[C:35]([OH:37])=O)(=[O:25])[CH3:24].ClC(Cl)C.[NH2:42][C@H:43]1[CH2:48][CH2:47][CH2:46][CH2:45][C@H:44]1[NH:49][C:50]1[N:55]=[C:54]([NH:56][C:57]2[CH:62]=[CH:61][CH:60]=[C:59]([CH3:63])[CH:58]=2)[C:53]([C:64]([NH2:66])=[O:65])=[CH:52][N:51]=1>O.CN(C=O)C>[C:23]([O:26][C:27]1[CH:32]=[CH:31][CH:30]=[CH:29][C:28]=1/[CH:33]=[CH:34]\[C:35](=[O:37])[NH:42][C@@H:43]1[CH2:48][CH2:47][CH2:46][CH2:45][C@@H:44]1[NH:49][C:50]1[N:55]=[C:54]([NH:56][C:57]2[CH:62]=[CH:61][CH:60]=[C:59]([CH3:63])[CH:58]=2)[C:53]([C:64](=[O:65])[NH2:66])=[CH:52][N:51]=1)(=[O:25])[CH3:24] |f:1.2|. Procedure: A 135 mg portion of HOBt and 192 mg of WSC·HCl were added to a mixture of 195 mg of (Z)-3-[2-(acetoxy)phenyl]acrylic acid and 10 ml of dichloroethane, followed by stirring for 20 minutes under ice-cooling. Then, 2 ml of DMF solution containing 340 mg of 2-(cis-2-aminocyclohexylamino)-4-(3-methylanilino)pyrimidine-5-carboxamide was added, followed by stirring at room temperature for 2 hours. Water was added to the reaction mixture, followed by extraction with ethyl acetate. The organic layer was ... Starting materials: C(C1=CC=CC=C1)N1C(N([C@H]([C@H]1C(=O)O)C(=O)O)CC1=CC=CC=C1)=O (cis-1,3-dibenzyl-2-oxoimidazolidine-4,5-dicarboxylic acid), C1=CC=CC=C1 (benzene), S(O)(O)(=O)=O (sulfuric acid). Run in C(CCC)O (n-butanol). Yields the product C(C1=CC=CC=C1)N1C(N([C@H]([C@H]1C(=O)OCCCC)C(=O)OCCCC)CC1=CC=CC=C1)=O (di-n-butyl cis-1,3-dibenzyl-2-oxoimidazolidine-4,5-dicarboxylate). As a reaction SMILES: [CH2:1]([N:8]1[C@H:12]([C:13]([OH:15])=[O:14])[C@H:11]([C:16]([OH:18])=[O:17])[N:10]([CH2:19][C:20]2[CH:25]=[CH:24][CH:23]=[CH:22][CH:21]=2)[C:9]1=[O:26])[C:2]1[CH:7]=[CH:6][CH:5]=[CH:4][CH:3]=1.[CH:27]1[CH:32]=[CH:31][CH:30]=CC=1.S(=O)(=O)(O)O>C(O)CCC>[CH2:19]([N:10]1[C@H:11]([C:16]([O:18][CH2:1][CH2:2][CH2:3][CH3:4])=[O:17])[C@H:12]([C:13]([O:15][CH2:27][CH2:32][CH2:31][CH3:30])=[O:14])[N:8]([CH2:1][C:2]2[CH:3]=[CH:4][CH:5]=[CH:6][CH:7]=2)[C:9]1=[O:26])[C:20]1[CH:25]=[CH:24][CH:23]=[CH:22][CH:21]=1. Procedure: A mixture of cis-1,3-dibenzyl-2-oxoimidazolidine-4,5-dicarboxylic acid (35.4 g), benzene (500 ml), n-butanol (45 ml) and conc. sulfuric acid (5.0 g) was refluxed for 16 hours, cooled, washed successively with water, 5% aqueous sodium hydroxide and water, and then concentrated under reduced pressure to give oily product of di-n-butyl cis-1,3-dibenzyl-2-oxoimidazolidine-4,5-dicarboxylate (39.5 g). IR (neat, cm-1): 2950, 1750, 1710, 1445, 1420, 1350, 1200, 1060, 1020, 960, 745, 695. Starting materials: C(C)(C)[N-]C(C)C.[Li+] (lithium diisopropylamide), CN1C(N(C2=C(C1=O)C(=CS2)C(=O)N2CCCC2)CC(C)C)=O (1-{[1,2,3,4-tetrahydro-3-methyl-1-(2-methylpropyl)-2,4-dioxothieno[2,3-d]pyrimidin-5-yl]carbonyl}pyrrolidine), C([O-])(O)=O.[Na+] (sodium bicarbonate), CN(C=O)C (dimethylformamide). Run in O1CCCC1 (tetrahydrofuran), O1CCCC1 (tetrahydrofuran). Conditions: time 10 minute. The product is OCC1=C(C2=C(N(C(N(C2=O)C)=O)CC(C)C)S1)C(=O)N1CCCC1 (1-{[1,2,3,4-Tetrahydro-6-(hydroxymethyl)-3-methyl-1-(2-methylpropyl)-2,4-dioxothieno[2,3-d]pyrimidin-5-yl]carbonyl}pyrrolidine). Reaction SMILES: C([N-]C(C)C)(C)C.[Li+].[CH3:9][N:10]1[C:15](=[O:16])[C:14]2[C:17]([C:20]([N:22]3[CH2:26][CH2:25][CH2:24][CH2:23]3)=[O:21])=[CH:18][S:19][C:13]=2[N:12]([CH2:27][CH:28]([CH3:30])[CH3:29])[C:11]1=[O:31].CN(C)[CH:34]=[O:35].C(=O)(O)[O-].[Na+]>O1CCCC1>[OH:35][CH2:34][C:18]1[S:19][C:13]2[N:12]([CH2:27][CH:28]([CH3:29])[CH3:30])[C:11](=[O:31])[N:10]([CH3:9])[C:15](=[O:16])[C:14]=2[C:17]=1[C:20]([N:22]1[CH2:26][CH2:25][CH2:24][CH2:23]1)=[O:21] |f:0.1,4.5|. Procedure: A solution of lithium diisopropylamide (2.50 mmol) in anhydrous tetrahydrofuran (5 ml) was added dropwise to a stirred solution of 1-{[1,2,3,4-tetrahydro-3-methyl-1-(2-methylpropyl)-2,4-dioxothieno[2,3-d]pyrimidin-5-yl]carbonyl}pyrrolidine (0.42 g) in anhydrous tetrahydrofuran (10 ml) at −78° C. under nitrogen. After 10 minutes, anhydrous dimethylformamide (0.29 ml) was added. After a further 2 hours at −78° C., saturated aqueous sodium bicarbonate solution was added and the mixture was warmed t... Reactants: Cl (HCl), [OH-].[Na+] (NaOH), [N+](=O)([O-])C1=C(C=CC=C1)C=1N=C(SC1)NC(CCCCCCC(=O)NOCC1=CC=CC=C1)=O (octanedioic acid benzyloxy-amide [4-(2-nitro-phenyl)-thiazol-2-yl]-amide), Cl[Sn]Cl (SnCl2). The solvent is CO (methanol), O (water). Run at temperature 0 celsius, time 8 hour. Yields the product NC1=C(C=CC=C1)C=1N=C(SC1)NC(CCCCCCC(=O)NO)=O (octanedioic acid hydroxyamide [4-(2-amino-phenyl)-thiazol-2-yl]-amide). Yield: 53.2%. As a reaction SMILES: [N+:1]([C:4]1[CH:9]=[CH:8][CH:7]=[CH:6][C:5]=1[C:10]1[N:11]=[C:12]([NH:15][C:16](=[O:34])[CH2:17][CH2:18][CH2:19][CH2:20][CH2:21][CH2:22][C:23]([NH:25][O:26]CC2C=CC=CC=2)=[O:24])[S:13][CH:14]=1)([O-])=O.Cl.Cl[Sn]Cl.[OH-].[Na+]>CO.O>[NH2:1][C:4]1[CH:9]=[CH:8][CH:7]=[CH:6][C:5]=1[C:10]1[N:11]=[C:12]([NH:15][C:16](=[O:34])[CH2:17][CH2:18][CH2:19][CH2:20][CH2:21][CH2:22][C:23]([NH:25][OH:26])=[O:24])[S:13][CH:14]=1 |f:3.4|. Procedure: To a mixture of compound 15 (0.040 g, 0.083 mmol) in methanol (2 ml) was added 1 ml of concentrated HCl. The suspension was cooled to 0° C. Then SnCl2 (0.094 g, 0.49 mmol) was added and the reaction mixture was stirred overnight at room temperature. The mixture was then diluted with 5 ml of water, adjusted to pH 10 with 5N NaOH and extracted with ethyl acetate (10 mL×3). The combined organic layers were washed with water, dried over K2CO3 and concentrated in vacuo. The crude product was purified... The reactants are [Cl-].[Cl-].C1(C=CC=C1)[Ti+2]C1C=CC=C1 (bis(cyclopentadienyl)titanium dichloride), FC1=C(C=CC(=C1)F)CN1C=CC=C1 (1-[(2,4-difluorophenyl)methyl]-1H-pyrrole), C(C)(C)[N-]C(C)C.[Li+] (lithium diisopropylamide). Yields the product C1(C=CC=C1)[Ti](C1=C(C(=CC=C1F)CN1C=CC=C1)F)(C1=C(C(=CC=C1F)CN1C=CC=C1)F)C1C=CC=C1 (Bis(cyclopentadienyl)bis[2,6-difluoro-3-((1H-pyrr-1-yl)methyl)phenyl]titanium). Yield: 55.1%. RXN SMILES: [Cl-].[Cl-].[CH:3]1([Ti+2:8][CH:9]2[CH:13]=[CH:12][CH:11]=[CH:10]2)[CH:7]=[CH:6][CH:5]=[CH:4]1.[F:14][C:15]1[CH:20]=[C:19]([F:21])[CH:18]=[CH:17][C:16]=1[CH2:22][N:23]1[CH:27]=[CH:26][CH:25]=[CH:24]1.[CH:28]([N-:31][CH:32]([CH3:34])C)([CH3:30])C.[Li+]>>[CH:9]1([Ti:8]([CH:3]2[CH:4]=[CH:5][CH:6]=[CH:7]2)([C:20]2[C:19]([F:21])=[CH:18][CH:17]=[C:16]([CH2:22][N:31]3[CH:28]=[CH:30][CH:34]=[CH:32]3)[C:15]=2[F:14])[C:20]2[C:19]([F:21])=[CH:18][CH:17]=[C:16]([CH2:22][N:23]3[CH:27]=[CH:26][CH:25]=[CH:24]3)[C:15]=2[F:14])[CH:13]=[CH:12][CH:11]=[CH:10]1 |f:0.1.2,4.5|. Reported procedure: Analogously to Example 19,2.5 g (0.010 mol)of bis(cyclopentadienyl)titanium dichloride and 4.25 g (0.022 mol) of 1-[(2,4-difluorophenyl)methyl]-1H-pyrrole are reacted with 0.022 mol of lithium diisopropylamide solution. 3.1 g of orange crystals melting point 192°-194° C. are obtained. The reactants are BrBr (Bromine), CC=1C=C2C=CC=NC2=CC1 (6-Methylquinoline), N1=CC=CC=C1 (Pyridine). Solvent: ClCCl (dichloromethane), C(Cl)(Cl)(Cl)Cl (carbon tetrachloride). Run at temperature 80 celsius. The product is BrC=1C=NC2=CC=C(C=C2C1)C (3-bromo-6-methylquinoline). RXN SMILES: [CH3:1][C:2]1[CH:3]=[C:4]2[C:9](=[CH:10][CH:11]=1)[N:8]=[CH:7][CH:6]=[CH:5]2.[Br:12]Br.N1C=CC=CC=1>C(Cl)(Cl)(Cl)Cl.ClCCl>[Br:12][C:6]1[CH:7]=[N:8][C:9]2[C:4]([CH:5]=1)=[CH:3][C:2]([CH3:1])=[CH:11][CH:10]=2. Reported procedure: 6-Methylquinoline (1.9906 g, 13.903 mmol) was dissolved in 20 mL of carbon tetrachloride. Bromine (0.72 mL, 14 mmol) was added dropwise to the reaction solution and the suspension was heated to reflux (80° C.). Pyridine (1.15 mL, 13.9 mmol) was added while reaction was heating to 80° C. and the reaction was allowed to stir at reflux for 1.5 hours. The reaction was cooled to room temperature and diluted with dichloromethane. The reaction was washed with water and the organic was dried over sodium... Starting materials: C(=O)(OC)COC1=CC=C(C=C1)CC(C)N1CC(OCC1)C=1N=C(SC1)C(F)(F)F (N-[2-(4-carbomethoxymethoxyphenyl)-1-methylethyl]-2-(2-trifluoromethyl-thiazOl-4-yl)morphOline), [OH-].[Na+] (sodium hydroxide). The solvent is CO (methanol). The product is C(=O)(O)COC1=CC=C(C=C1)CC(C)N1CC(OCC1)C=1N=C(SC1)C(F)(F)F (N-[2-(4-Carboxymethoxyphenyl)-1-methylethyl]-2-(2-trifluoromethyl-thiazol-4-yl)morpholine). Reaction SMILES: [C:1]([CH2:5][O:6][C:7]1[CH:12]=[CH:11][C:10]([CH2:13][CH:14]([N:16]2[CH2:21][CH2:20][O:19][CH:18]([C:22]3[N:23]=[C:24]([C:27]([F:30])([F:29])[F:28])[S:25][CH:26]=3)[CH2:17]2)[CH3:15])=[CH:9][CH:8]=1)([O:3]C)=[O:2].[OH-].[Na+]>CO>[C:1]([CH2:5][O:6][C:7]1[CH:12]=[CH:11][C:10]([CH2:13][CH:14]([N:16]2[CH2:21][CH2:20][O:19][CH:18]([C:22]3[N:23]=[C:24]([C:27]([F:28])([F:29])[F:30])[S:25][CH:26]=3)[CH2:17]2)[CH3:15])=[CH:9][CH:8]=1)([OH:3])=[O:2] |f:1.2|. Procedure details: Prepared analogously to Example 16 by reaction of N-[2-(4-carbomethoxymethoxyphenyl)-1-methylethyl]-2-(2-trifluoromethyl-thiazOl-4-yl)morphOline in methanol with 1N sodium hydroxide solution. After neutralisation with 1N hydrochloric acid, the mixture is extracted by shaking with methylene chloride, the extract is evaporated to dryness, and the remaining residue is triturated with petroleum ether and filtered off with suction. The reactants are C1(=C(C(=C(C(=C1F)F)F)N)F)N.Cl.Cl (dihydrochloride), C[C@H](CN1CCC(=CC1)C=1SC=CC1)NC1=NC=CC=C1 ((R)-[1-methyl-2-(4-thiophen-2-yl-3,6-dihydro-2H-pyrid-1-yl)-ethyl]-pyrid-2-yl-amine), C1(CCCCC1)C(=O)Cl (cyclohexanecarbonyl chloride). The product is C[C@H](CN1CCC(=CC1)C=1SC=CC1)N(C(=O)C1CCCCC1)C1=NC=CC=C1 (Cyclohexanecarboxylic acid (R)-[-1-methyl-2-(4-thiophen-2-yl-1,2,3,6-tetrahydropyrid-1-yl)-ethyl]-(pyrid-2-yl)-amide). Yield: 82.4%. RXN SMILES: [CH3:1][C@@H:2]([NH:15][C:16]1[CH:21]=[CH:20][CH:19]=[CH:18][N:17]=1)[CH2:3][N:4]1[CH2:9][CH:8]=[C:7]([C:10]2[S:11][CH:12]=[CH:13][CH:14]=2)[CH2:6][CH2:5]1.[CH:22]1([C:28](Cl)=[O:29])[CH2:27][CH2:26][CH2:25][CH2:24][CH2:23]1.C1(N)C(F)=C(F)C(F)=C(N)C=1F.Cl.Cl>>[CH3:1][C@@H:2]([N:15]([C:16]1[CH:21]=[CH:20][CH:19]=[CH:18][N:17]=1)[C:28]([CH:22]1[CH2:27][CH2:26][CH2:25][CH2:24][CH2:23]1)=[O:29])[CH2:3][N:4]1[CH2:5][CH:6]=[C:7]([C:10]2[S:11][CH:12]=[CH:13][CH:14]=2)[CH2:8][CH2:9]1 |f:2.3.4|. Reported procedure: The title compound was prepared from (R)-[1-methyl-2-(4-thiophen-2-yl-3,6-dihydro-2H-pyrid-1-yl)-ethyl]-pyrid-2-yl-amine (2.4 g, 8 mmol) and cyclohexanecarbonyl chloride (1.173 g, 8 mmol) in the manner described in Example 5 above to yield 2.7 g of title compound as the dihydrochloride, m.p. 103°-6° C. Procedure: 250 mg(0.525 mmole) of ethyl-2-[(R)-2-[[(S)-2-[2-(6-cyano-1-ethyl-indol-2-yl)ethyl]pyrrolidinyl]carbonyl]pyrrolidinyl]acetate was dissolved in 15 ml of tetrahydrofuran and then cooled to −78° C. 0.79 ml of lithium bis(trimethylsilyl)amide (1.0M solution in tetrahydrofuran) was added dropwise thereto, and the reaction mixture was stirred for 30 minutes. 0.09 ml(0.787 mmole) of ethyl bromoacetate diluted with 5 ml of tetrahydrofuran was added dropwise thereto, and the resulting mixture was stirred... Isolated yield 63.9%. Starting materials: BrCC(=O)OCC (ethyl bromoacetate), O (water), C(C)OC(CN1[C@H](CCC1)C(=O)N1[C@@H](CCC1)CCC=1N(C2=CC(=CC=C2C1)C#N)CC)=O (ethyl-2-[(R)-2-[[(S)-2-[2-(6-cyano-1-ethyl-indol-2-yl)ethyl]pyrrolidinyl]carbonyl]pyrrolidinyl]acetate), C[Si](C)(C)[N-][Si](C)(C)C.[Li+] (lithium bis(trimethylsilyl)amide). Conditions: temperature -78 celsius, time 30 minute. Run in O1CCCC1 (tetrahydrofuran), O1CCCC1 (tetrahydrofuran). Product: C(N)(=N)C1=CC=C2C=C(N(C2=C1)CC)CC[C@H]1N(CCC1)C(=O)[C@@H]1N(CCC1)C(CC(=O)O)C(=O)O (1-[(R)-2-[[(S)-2-[2-(6-amidino-1-ethyl-indol-2-yl)ethyl]pyrrolidinyl]carbonyl]pyrrolidinyl]ethane-1,2-dicarboxylic acid). RXN SMILES: C([O:3][C:4](=[O:33])[CH2:5][N:6]1[CH2:10][CH2:9][CH2:8][C@@H:7]1[C:11]([N:13]1[CH2:17][CH2:16][CH2:15][C@H:14]1[CH2:18][CH2:19][C:20]1[N:21]([CH2:31][CH3:32])[C:22]2[C:27]([CH:28]=1)=[CH:26][CH:25]=[C:24]([C:29]#[N:30])[CH:23]=2)=[O:12])C.C[Si]([N-:38][Si](C)(C)C)(C)C.[Li+].Br[CH2:45][C:46]([O:48]CC)=[O:47].O>O1CCCC1>[C:29]([C:24]1[CH:23]=[C:22]2[C:27]([CH:28]=[C:20]([CH2:19][CH2:18][C@@H:14]3[CH2:15][CH2:16][CH2:17][N:13]3[C:11]([C@H:7]3[CH2:8][CH2:9][CH2:10][N:6]3[CH:5]([C:4]([OH:3])=[O:33])[CH2:45][C:46]([OH:48])=[O:47])=[O:12])[N:21]2[CH2:31][CH3:32])=[CH:26][CH:25]=1)(=[NH:30])[NH2:38] |f:1.2|.